Dataset: the Open Reaction Database (ORD), a public repository of structured organic reaction records. Task: describe an organic reaction: reactants, conditions, products, and yield Starting materials: Cl (hydrochloric acid), solution, [OH-].[Na+] (sodium hydroxide), COC(=O)C=1C(=C(N2C=CC=CC12)C1=CC=CC=C1)CC1=C(C(=CC=C1)F)C (2-(3-Fluoro-2-methyl-benzyl)-3-phenyl-indolizine-1-carboxylic acid methyl ester). Run in O1CCOCC1 (dioxane). Run at temperature 90 celsius. Yields the product FC=1C(=C(CC=2C(=C3C=CC=CN3C2C2=CC=CC=C2)C(=O)O)C=CC1)C (2-(3-Fluoro-2-methyl-benzyl)-3-phenyl-indolizine-1-carboxylic acid). The yield is 107.1%. RXN SMILES: C[O:2][C:3]([C:5]1[C:6]([CH2:20][C:21]2[CH:26]=[CH:25][CH:24]=[C:23]([F:27])[C:22]=2[CH3:28])=[C:7]([C:14]2[CH:19]=[CH:18][CH:17]=[CH:16][CH:15]=2)[N:8]2[C:13]=1[CH:12]=[CH:11][CH:10]=[CH:9]2)=[O:4].[OH-].[Na+].Cl>O1CCOCC1>[F:27][C:23]1[C:22]([CH3:28])=[C:21]([CH:26]=[CH:25][CH:24]=1)[CH2:20][C:6]1[C:5]([C:3]([OH:4])=[O:2])=[C:13]2[N:8]([C:7]=1[C:14]1[CH:19]=[CH:18][CH:17]=[CH:16][CH:15]=1)[CH:9]=[CH:10][CH:11]=[CH:12]2 |f:1.2|. Procedure details: The compound of step 3 (250 mg, 0.67 mmol) was dissolved in dioxane (10 ml) and treated with 10 ml of an aqueous 10 N solution of sodium hydroxide. The mixture was heated to 90° C. for 12 h, cooled to room temperature and neutralized with dilute hydrochloric acid. The aqueous phase was extracted with DCM and the combined organic phases dried over sodium sulfate and filtered. The solution was evaporated to give 258 mg of the crude title compound which was used in the next step without purificatio... Reactants: FC(OC1=CC=C(C=C1)CC#N)(F)F (4-trifluoromethoxyphenylacetonitrile), COC(C1=CC=C(C=C1)C=O)=O (4-Formylbenzoic acid methyl ester), C([O-])([O-])=O.[K+].[K+] (potassium carbonate). Solvent: CO (methanol), CO (methanol). Run at temperature 60 celsius, time 1 hour. The product is COC(C1=CC=C(C=C1)C=C(C1=CC=C(C=C1)OC(F)(F)F)C#N)=O (4-[2-cyano-2-(4-trifluoromethoxyphenyl)vinyl]benzoic acid methyl ester). Yield: 79.1%. As a reaction SMILES: [CH3:1][O:2][C:3](=[O:12])[C:4]1[CH:9]=[CH:8][C:7]([CH:10]=O)=[CH:6][CH:5]=1.[F:13][C:14]([F:26])([F:25])[O:15][C:16]1[CH:21]=[CH:20][C:19]([CH2:22][C:23]#[N:24])=[CH:18][CH:17]=1.C(=O)([O-])[O-].[K+].[K+]>CO>[CH3:1][O:2][C:3](=[O:12])[C:4]1[CH:9]=[CH:8][C:7]([CH:10]=[C:22]([C:23]#[N:24])[C:19]2[CH:20]=[CH:21][C:16]([O:15][C:14]([F:13])([F:25])[F:26])=[CH:17][CH:18]=2)=[CH:6][CH:5]=1 |f:2.3.4|. Procedure details: 4-Formylbenzoic acid methyl ester (8.60 g, 52.39 mmol) was dissolved in warm methanol (50 mL) and 4-trifluoromethoxyphenylacetonitrile (10.54 g, 52.39 mmol) was added. The mixture was stirred and potassium carbonate (7.75 g, 56.05 mmol) was added. The mixture was heated to 60° C. and more methanol (20 mL) was added and stirring was continued for 1 hour. The precipitate was filtered off and added in small portions to a stirred and cold 4 M hydrochloric acid solution. The precipitate was filtered ... Reactants: CC1(C)OCc2cc(C3CN(CCCCCCOCCOCc4ccc(N=C(c5ccccc5)c5ccccc5)cc4)C(=O)O3)ccc2O1, CC(=O)[O-], CO, Cl, NO, [Na+], O=P([O-])([O-])[O-]. Yields the product CC1(C)OCc2cc(C3CN(CCCCCCOCCOCc4ccc(N)cc4)C(=O)O3)ccc2O1. As a reaction SMILES: [CH3:1][C:2]1([CH3:49])[O:3][CH2:4][c:5]2[c:6]([cH:8][cH:9][c:10]([CH:12]3[CH2:13][N:14]([CH2:18][CH2:19][CH2:20][CH2:21][CH2:22][CH2:23][O:24][CH2:25][CH2:26][O:27][CH2:28][c:29]4[cH:30][cH:31][c:32]([N:35]=[C:36]([c:37]5[cH:38][cH:39][cH:40][cH:41][cH:42]5)[c:43]5[cH:44][cH:45][cH:46][cH:47][cH:48]5)[cH:33][cH:34]4)[C:15](=[O:17])[O:16]3)[cH:11]2)[O:7]1.[CH3:51][C:52](=[O:53])[O-:54].[CH3:63][OH:64].[ClH:55].[NH2:56][OH:57].[Na+:50].[O-:58][P:59](=[O:60])([O-:61])[O-:62]>>[CH3:1][C:2]1([CH3:49])[O:3][CH2:4][c:5]2[c:6]([cH:8][cH:9][c:10]([CH:12]3[CH2:13][N:14]([CH2:18][CH2:19][CH2:20][CH2:21][CH2:22][CH2:23][O:24][CH2:25][CH2:26][O:27][CH2:28][c:29]4[cH:30][cH:31][c:32]([NH2:35])[cH:33][cH:34]4)[C:15](=[O:17])[O:16]3)[cH:11]2)[O:7]1. Starting materials: O (water), CSC1=NC=CC(=N1)Cl (2-methylthio-4-chloro pyrimidine), [OH-].[Na+] (sodium hydroxide), C(C#C)O (propargyl alcohol). Reagents/catalysts: [Cl-].C(C)[N+](CC1=CC=CC=C1)(CC)CC (triethyl benzyl ammonium chloride). Run in C1=CC=CC=C1 (benzene), C1=CC=CC=C1 (benzene). Reaction conditions: time 4 hour. Yields the product CSC1=NC=CC(=N1)OCC#C (2-methylthio-4-propargyloxy pyrimidine). Reaction SMILES: [CH3:1][S:2][C:3]1[N:8]=[C:7](Cl)[CH:6]=[CH:5][N:4]=1.[OH-].[Na+].[CH2:12]([OH:15])[C:13]#[CH:14].O>C1C=CC=CC=1.[Cl-].C([N+](CC)(CC)CC1C=CC=CC=1)C>[CH3:1][S:2][C:3]1[N:8]=[C:7]([O:15][CH2:12][C:13]#[CH:14])[CH:6]=[CH:5][N:4]=1 |f:1.2,6.7|. Procedure: 3 grams of 2-methylthio-4-chloro pyrimidine in 30 ml of benzene was reacted with 3 ml of an aqueous 40% sodium hydroxide solution, 0.3 grams of triethyl benzyl ammonium chloride and 2 ml of propargyl alcohol. The resultant reaction mixture was refluxed with stirring for a period of 4 hours. Following, the mixture was cooled and 20 milliliters of water added, so resulting in separation of the benzene layer. Then, the solvent was evaporated under reduced pressure to yield 4.1 grams of 2-methylthio... Reactants: O=C([O-])[O-], Cc1nc(-c2ncccn2)ncc1C(=O)O, Nn1ccc2ccc(C(F)(F)F)cc21, [Na+], [Na+], CN(C)C=O. Yields the product Cc1nc(-c2ncccn2)ncc1C(=O)Nn1ccc2ccc(C(F)(F)F)cc21. RXN SMILES: [C:36](=[O:37])([O-:38])[O-:39].[CH3:1][c:2]1[n:3][c:4](-[c:11]2[n:12][cH:13][cH:14][cH:15][n:16]2)[n:5][cH:6][c:7]1[C:8](=[O:9])[OH:10].[F:17][C:18]([c:19]1[cH:20][cH:21][c:22]2[cH:23][cH:24][n:25]([NH2:28])[c:26]2[cH:27]1)([F:29])[F:30].[Na+:40].[Na+:41].[O:31]=[CH:32][N:33]([CH3:34])[CH3:35]>>[CH3:1][c:2]1[n:3][c:4](-[c:11]2[n:12][cH:13][cH:14][cH:15][n:16]2)[n:5][cH:6][c:7]1[C:8](=[O:10])[NH:28][n:25]1[cH:24][cH:23][c:22]2[cH:21][cH:20][c:19]([C:18]([F:17])([F:29])[F:30])[cH:27][c:26]21. The reactants are O=C([O-])[O-], CC#N, COC(=O)C(C)(C)Cc1c(SC(C)(C)C)c2cc(O)ccc2n1Cc1ccc(Cl)cc1, ClCc1ccc2cnccc2n1, [Cs+], [Cs+]. Product: COC(=O)C(C)(C)Cc1c(SC(C)(C)C)c2cc(OCc3ccc4cnccc4n3)ccc2n1Cc1ccc(Cl)cc1. RXN SMILES: [C:32](=[O:33])([O-:34])[O-:35].[CH3:50][C:51]#[N:52].[Cl:1][c:2]1[cH:3][cH:4][c:5]([CH2:6][n:7]2[c:8]([CH2:22][C:23]([C:24](=[O:25])[O:26][CH3:27])([CH3:28])[CH3:29])[c:9]([S:17][C:18]([CH3:19])([CH3:20])[CH3:21])[c:10]3[cH:11][c:12]([OH:16])[cH:13][cH:14][c:15]23)[cH:30][cH:31]1.[Cl:38][CH2:39][c:40]1[n:41][c:42]2[cH:43][cH:44][n:45][cH:46][c:47]2[cH:48][cH:49]1.[Cs+:36].[Cs+:37]>>[Cl:1][c:2]1[cH:3][cH:4][c:5]([CH2:6][n:7]2[c:8]([CH2:22][C:23]([C:24](=[O:25])[O:26][CH3:27])([CH3:28])[CH3:29])[c:9]([S:17][C:18]([CH3:19])([CH3:20])[CH3:21])[c:10]3[cH:11][c:12]([O:16][CH2:39][c:40]4[n:41][c:42]5[cH:43][cH:44][n:45][cH:46][c:47]5[cH:48][cH:49]4)[cH:13][cH:14][c:15]23)[cH:30][cH:31]1. Starting materials: NCCCN, CCO, Clc1ccc(Cl)nn1, [Na+], [Na+], O=C([O-])[O-]. The product is NCCCNc1ccc(Cl)nn1. Reaction SMILES: [CH2:9]([CH2:10][CH2:11][NH2:12])[NH2:13].[CH3:20][CH2:21][OH:22].[Cl:1][c:2]1[n:3][n:4][c:5]([Cl:8])[cH:6][cH:7]1.[Na+:14].[Na+:15].[O-:16][C:17](=[O:18])[O-:19]>>[Cl:1][c:2]1[n:3][n:4][c:5]([NH:12][CH2:11][CH2:10][CH2:9][NH2:13])[cH:6][cH:7]1.